Dataset: the Open Reaction Database (ORD), a public repository of structured organic reaction records. Task: describe an organic reaction: reactants, conditions, products, and yield Reactants: C(#N)C1(C=2C=CC(=CC2C(CC1)(C)C)C#CC1=CC=C(C(=O)OCC)C=C1)O[Si](C)(C)C (ethyl 4-[(5-cyano-5,6,7,8-tetrahydro-8,8-dimethyl-5-trimethylsiloxynaphth-2-yl)ethynyl]benzoate), C(#N)C1(C=2C=CC(=CC2C(CC1)(C)C)C#CC1=CC=C(C(=O)OCC)C=C1)O[Si](C)(C)C (ethyl 4-[(5-cyano-5,6,7,8-tetrahydro-8,8-dimethyl-5-trimethylsiloxynaphth-2-yl)ethynyl]benzoate). The reagents and catalysts are P(=O)(Cl)(Cl)Cl (phosphorous oxychloride). Run in N1=CC=CC=C1 (pyridine). Conditions: temperature 115 celsius. Product: C(#N)C=1C=2C=CC(=CC2C(CC1)(C)C)C#CC1=CC=C(C(=O)OCC)C=C1 (Ethyl 4-[(5-cyano-7,8-dihydro-8,8-dimethylnaphth-2-yl)ethynyl]benzoate). As a reaction SMILES: [C:1]([C:3]1(O[Si](C)(C)C)[CH2:12][CH2:11][C:10]([CH3:14])([CH3:13])[C:9]2[CH:8]=[C:7]([C:15]#[C:16][C:17]3[CH:27]=[CH:26][C:20]([C:21]([O:23][CH2:24][CH3:25])=[O:22])=[CH:19][CH:18]=3)[CH:6]=[CH:5][C:4]1=2)#[N:2]>P(Cl)(Cl)(Cl)=O.N1C=CC=CC=1>[C:1]([C:3]1[C:4]2[CH:5]=[CH:6][C:7]([C:15]#[C:16][C:17]3[CH:27]=[CH:26][C:20]([C:21]([O:23][CH2:24][CH3:25])=[O:22])=[CH:19][CH:18]=3)=[CH:8][C:9]=2[C:10]([CH3:13])([CH3:14])[CH2:11][CH:12]=1)#[N:2]. Procedure details: To 215 mg (0.48 mmol) of ethyl 4-[(5-cyano-5,6,7,8-tetrahydro-8,8-dimethyl-5-trimethylsiloxynaphth-2-yl)ethynyl]benzoate (Compound 107) was added 0.5 ml of pyridine and 3 drops of phosphorous oxychloride. The resulting dark mixture was gently refluxed at 115° C. for 30 minutes, cooled to room temperature and poured into crushed ice. The mixture was extracted with Et2O and the combined organic layers were washed with water, dilute HCl and water. The organic phase was concentrated in vacuo to a gu...